From a dataset of the Open Reaction Database (ORD), a public repository of structured organic reaction records. describe an organic reaction: reactants, conditions, products, and yield Starting materials: OS(=O)(=O)O (H2SO4), C(C1C=CCC=C1)(=O)O (1,4-dihydrobenzoic acid), CO (methanol). The solvent is O (H2O). Yields the product COC(=O)C1C=CCC=C1 (3-methoxycarbonylcyclohexa-1,4-diene). Reaction SMILES: OS(O)(=O)=O.[C:6]([OH:14])(=[O:13])[CH:7]1[CH:12]=[CH:11][CH2:10][CH:9]=[CH:8]1.[CH3:15]O>O>[CH3:15][O:13][C:6]([CH:7]1[CH:12]=[CH:11][CH2:10][CH:9]=[CH:8]1)=[O:14]. Procedure details: Concentrated H2SO4 (1 ml) was added to a solution of 1,4-dihydrobenzoic acid (3 g, 23.97 mmol) in freshly dried methanol (10 ml). The reaction was heated to reflux in air for 1 h, cooled, poured into H2O (25 ml) and extracted with ether (3×50 ml). The combined ether layers were washed with 5% Na[HCO3] solution (50 ml) and saturated NaCl solution (50 ml) and dried over MgSO4. The ether was removed on the rotary evaporator to leave a colourless oil which was used without further purification.